This data is from the Open Reaction Database (ORD), a public repository of structured organic reaction records. The task is: describe an organic reaction: reactants, conditions, products, and yield As a reaction SMILES: [Br-:20].[CH2:25]1[O:26][CH2:27][CH2:28][CH2:29]1.[CH3:21][Mg+:22].[Cl-:23].[NH4+:24].[c:1]1([CH2:7][CH2:8][C:9](=[O:10])[c:11]2[cH:12][n:13][c:14]3[s:15][cH:16][c:17]([CH3:19])[n:18]23)[cH:2][cH:3][cH:4][cH:5][cH:6]1>>[c:1]1([CH2:7][CH2:8][C:9]([OH:10])([c:11]2[cH:12][n:13][c:14]3[s:15][cH:16][c:17]([CH3:19])[n:18]23)[CH3:21])[cH:2][cH:3][cH:4][cH:5][cH:6]1. The product is Cc1csc2ncc(C(C)(O)CCc3ccccc3)n12. Reactants: [Br-], C1CCOC1, C[Mg+], [Cl-], [NH4+], Cc1csc2ncc(C(=O)CCc3ccccc3)n12. The reactants are C(C1=CC=CC=C1)SC=1C=C(C(NC1)=O)O (5-(benzylsulfanyl)-3-hydroxypyridin-2(1H)-one), COCOC=1C(N(C=C(C1)SCC=1C=NC=CC1)COC)=O (3-(methoxymethoxy)-1-(methoxymethyl)-5-[(pyridin-3-ylmethyl)sulfanyl]pyridin-2(1H)-one), COCOC=1C(N(C=C(C1)SCC=1C=NC=CC1)COC)=O (3-(methoxymethoxy)-1-(methoxymethyl)-5-[(pyridin-3-ylmethyl)sulfanyl]pyridin-2(1H)-one). Product: OC=1C(NC=C(C1)SCC=1C=NC=CC1)=O (3-Hydroxy-5-[(pyridin-3-ylmethyl)sulfanyl]pyridin-2(1H)-one). As a reaction SMILES: C(SC1C=C(O)C(=O)NC=1)C1C=CC=CC=1.COC[O:20][C:21]1[C:22](=[O:38])[N:23](COC)[CH:24]=[C:25]([S:27][CH2:28][C:29]2[CH:30]=[N:31][CH:32]=[CH:33][CH:34]=2)[CH:26]=1>>[OH:20][C:21]1[C:22](=[O:38])[NH:23][CH:24]=[C:25]([S:27][CH2:28][C:29]2[CH:30]=[N:31][CH:32]=[CH:33][CH:34]=2)[CH:26]=1. Reported procedure: Prepared as described for 5-(benzylsulfanyl)-3-hydroxypyridin-2(1H)-one (Example 12) from 3-(methoxymethoxy)-1-(methoxymethyl)-5-[(pyridin-3-ylmethyl)sulfanyl]pyridin-2(1H)-one (Intermediate 27). Starting materials: Clc1nccc(-c2cnc3c(OCc4ccccc4)cccn23)n1, CN1CCCC1=O, CS(=O)(=O)NC1CCC(N)CC1, O. Yields the product CS(=O)(=O)NC1CCC(Nc2nccc(-c3cnc4c(OCc5ccccc5)cccn34)n2)CC1. As a reaction SMILES: [CH2:1]([c:2]1[cH:3][cH:4][cH:5][cH:6][cH:7]1)[O:8][c:9]1[c:10]2[n:11]([cH:12][cH:13][cH:14]1)[c:15](-[c:18]1[n:19][c:20]([Cl:24])[n:21][cH:22][cH:23]1)[cH:16][n:17]2.[CH3:37][N:38]1[CH2:39][CH2:40][CH2:41][C:42]1=[O:43].[NH2:25][CH:26]1[CH2:27][CH2:28][CH:29]([NH:32][S:33](=[O:34])(=[O:35])[CH3:36])[CH2:30][CH2:31]1.[OH2:44]>>[CH2:1]([c:2]1[cH:3][cH:4][cH:5][cH:6][cH:7]1)[O:8][c:9]1[c:10]2[n:11]([cH:12][cH:13][cH:14]1)[c:15](-[c:18]1[n:19][c:20]([NH:25][CH:26]3[CH2:27][CH2:28][CH:29]([NH:32][S:33](=[O:34])(=[O:35])[CH3:36])[CH2:30][CH2:31]3)[n:21][cH:22][cH:23]1)[cH:16][n:17]2. Reactants: CS(=O)(=O)C1=C(C=C(C=C1)Cl)C (4-chloro-2-methylphenyl methyl sulfone), ClC=1C=C(C=CC1Cl)O (3,4-dichlorophenol), C(=O)([O-])[O-].[K+].[K+] (K2CO3). Run in S1(=O)(=O)CCCC1 (sulfolane). Product: CC=1C=C(OC2=CC(=C(C=C2)Cl)Cl)C=CC1S(=O)(=O)C (4-(3-Methyl-4-(methylsulfonyl)phenoxy)-1,2-dichlorobenzene). Yield: 63.4%. RXN SMILES: [CH3:1][S:2]([C:5]1[CH:10]=[CH:9][C:8](Cl)=[CH:7][C:6]=1[CH3:12])(=[O:4])=[O:3].[Cl:13][C:14]1[CH:15]=[C:16]([OH:21])[CH:17]=[CH:18][C:19]=1[Cl:20].C([O-])([O-])=O.[K+].[K+]>S1(CCCC1)(=O)=O>[CH3:12][C:6]1[CH:7]=[C:8]([CH:9]=[CH:10][C:5]=1[S:2]([CH3:1])(=[O:4])=[O:3])[O:21][C:16]1[CH:17]=[CH:18][C:19]([Cl:20])=[C:14]([Cl:13])[CH:15]=1 |f:2.3.4|. Procedure: A slurry of 6.14 g of 4-chloro-2-methylphenyl methyl sulfone, 8.35 g of 3,4-dichlorophenol and 7.08 g of K2CO3 in 150 ml of sulfolane was heated at 170° C. for 7 hrs. The product (6.3 g, 63.4% yield) was isolated from the reaction mixture essentially as described in Example 18. Recrystallization from ethanol afforded purified 4-(3-methyl-4-(methylsulfonyl)phenoxy)-1,2-dichlorobenzene, mp 154°-156° C. The reactants are C=CC(NCC(C)C)c1ccccc1, CCN=C=NCCCN(C)C, Cc1ccnc(N)c1C, ClCCl, Cl, C=CCC(C(=O)O)N1C(=O)c2ccccc2C1=O. The product is C=CCC(C(=O)N(CC(C)C)C(C=C)c1ccccc1)N1C(=O)c2ccccc2C1=O. Reaction SMILES: [CH2:40]([CH:41]([CH3:42])[CH3:43])[NH:44][CH:45]([CH:46]=[CH2:47])[c:48]1[cH:49][cH:50][cH:51][cH:52][cH:53]1.[CH3:19][CH2:20][N:21]=[C:22]=[N:23][CH2:24][CH2:25][CH2:26][N:27]([CH3:28])[CH3:29].[CH3:31][c:32]1[cH:33][cH:34][n:35][c:36]([NH2:37])[c:38]1[CH3:39].[Cl:54][CH2:55][Cl:56].[ClH:30].[O:1]=[C:2]1[N:3]([CH:12]([C:13](=[O:14])[OH:15])[CH2:16][CH:17]=[CH2:18])[C:4](=[O:11])[c:5]2[cH:6][cH:7][cH:8][cH:9][c:10]21>>[O:1]=[C:2]1[N:3]([CH:12]([C:13](=[O:15])[N:44]([CH2:40][CH:41]([CH3:42])[CH3:43])[CH:45]([CH:46]=[CH2:47])[c:48]2[cH:49][cH:50][cH:51][cH:52][cH:53]2)[CH2:16][CH:17]=[CH2:18])[C:4](=[O:11])[c:5]2[cH:6][cH:7][cH:8][cH:9][c:10]21. The reactants are C([O-])(O)=O.[Na+] (sodium bicarbonate), C1(CCCCC1)CN1C=C(C2=CC=CC(=C12)Cl)C(=O)NN (1-cyclohexylmethyl-7-chloro-1H-indole-3-carboxylic acid hydrazide), ClCC(=O)Cl (chloroacetyl chloride), C([O-])([O-])=O.[K+].[K+] (potassium carbonate). Solvent: ClCCl (dichloromethane). Conditions: time 1 hour. Yields the product ClCC(=O)N(N)C(=O)C1=CN(C2=C(C=CC=C12)Cl)CC1CCCCC1 (1-cyclohexylmethyl-7-chloro-1H-indole-3-carboxylic acid N-(2-chloroacetyl)hydrazide). Yield: 87.0%. As a reaction SMILES: [CH:1]1([CH2:7][N:8]2[C:16]3[C:11](=[CH:12][CH:13]=[CH:14][C:15]=3[Cl:17])[C:10]([C:18]([NH:20][NH2:21])=[O:19])=[CH:9]2)[CH2:6][CH2:5][CH2:4][CH2:3][CH2:2]1.C(=O)([O-])[O-].[K+].[K+].[Cl:28][CH2:29][C:30](Cl)=[O:31].C(=O)(O)[O-].[Na+]>ClCCl>[Cl:28][CH2:29][C:30]([N:20]([C:18]([C:10]1[C:11]2[C:16](=[C:15]([Cl:17])[CH:14]=[CH:13][CH:12]=2)[N:8]([CH2:7][CH:1]2[CH2:2][CH2:3][CH2:4][CH2:5][CH2:6]2)[CH:9]=1)=[O:19])[NH2:21])=[O:31] |f:1.2.3,5.6|. Procedure details: To a suspension of 1-cyclohexylmethyl-7-chloro-1H-indole-3-carboxylic acid hydrazide (0.71 g, 2.3 mmol) in dichloromethane (20 ml) was added potassium carbonate (1.6 g, 11 mmol) and the reaction stirred for 1 h. The reaction mixture was cooled in a dry ice/ethanol bath and chloroacetyl chloride (0.2 ml, 3.0 mmol) was added and the reaction stirred for 1 h. Saturated sodium bicarbonate solution (30 ml) was added and the reaction allowed to warm to room temperature. The reaction mixture was extrac... The reactants are C(C)(=O)Cl (Acetylchloride), OC1=CC2=CC=CC=C2C=C1O (2,3-dihydroxynaphthalene), N1=CC=CC=C1 (pyridine). Run in C(C)(=O)OCC (ethyl acetate). Product: OC=1C(=CC2=CC=CC=C2C1)OC(C)=O (Acetic Acid 3-hydroxy-naphthalen-2-yl Ester). Reaction SMILES: [C:1](Cl)(=[O:3])[CH3:2].[OH:5][C:6]1[C:15]([OH:16])=[CH:14][C:13]2[C:8](=[CH:9][CH:10]=[CH:11][CH:12]=2)[CH:7]=1.N1C=CC=CC=1>C(OCC)(=O)C>[OH:5][C:6]1[C:15]([O:16][C:1](=[O:3])[CH3:2])=[CH:14][C:13]2[C:8]([CH:7]=1)=[CH:9][CH:10]=[CH:11][CH:12]=2. Reported procedure: Acetylchloride (0.71 ml) was added to a solution of 2,3-dihydroxynaphthalene (1.6 g) and pyridine (0.81 ml) in ethyl acetate (20 ml) at 0° C. The mixture was stirred for few hours at room temperature and then washed with water, dried and evaporated to dryness. The crude product was recrystallized from ether. Yield: 0.52 g. Reactants: CO, [Cl-], CC(C)(C)CC(C[N+](=O)[O-])C1C(=O)Nc2cc(Cl)ccc21, [NH4+], [Zn]. Yields the product CC(C)(C)CC(CN)C1C(=O)Nc2cc(Cl)ccc21. Reaction SMILES: [CH3:24][OH:25].[Cl-:22].[Cl:1][c:2]1[cH:3][cH:4][c:5]2[c:9]([cH:10]1)[NH:8][C:7](=[O:11])[CH:6]2[CH:12]([CH2:13][C:14]([CH3:15])([CH3:16])[CH3:17])[CH2:18][N+:19]([O-:20])=[O:21].[NH4+:23].[Zn:26]>>[Cl:1][c:2]1[cH:3][cH:4][c:5]2[c:9]([cH:10]1)[NH:8][C:7](=[O:11])[CH:6]2[CH:12]([CH2:13][C:14]([CH3:15])([CH3:16])[CH3:17])[CH2:18][NH2:19]. Reactants: C(C1=CC=CC=C1)(=O)OC1C(N(C2=CC=CC=C12)CCC)=O (2-oxo-1-propylindolin-3-yl benzoate), ClC=1C=C2C(C(N(C2=CC1)CCC(C)C)=O)=O (5-chloro-1-isopentylindoline-2,3-dione). Yields the product C(C1=CC=CC=C1)(=O)OC1C(N(C2=CC=C(C=C12)Cl)CCC(C)C)=O (5-chloro-1-isopentyl-2-oxoindolin-3-yl benzoate). As a reaction SMILES: [C:1](OC1C2C(=CC=CC=2)N(CCC)C1=O)(=[O:8])[C:2]1[CH:7]=[CH:6][CH:5]=[CH:4][CH:3]=1.[Cl:23][C:24]1[CH:25]=[C:26]2[C:30](=[CH:31][CH:32]=1)[N:29]([CH2:33][CH2:34][CH:35]([CH3:37])[CH3:36])[C:28](=[O:38])[C:27]2=[O:39]>>[C:1]([O:39][CH:27]1[C:26]2[C:30](=[CH:31][CH:32]=[C:24]([Cl:23])[CH:25]=2)[N:29]([CH2:33][CH2:34][CH:35]([CH3:36])[CH3:37])[C:28]1=[O:38])(=[O:8])[C:2]1[CH:7]=[CH:6][CH:5]=[CH:4][CH:3]=1. Reported procedure: This compound was prepared in a similar way to 2-oxo-1-propylindolin-3-yl benzoate starting from 5-chloro-1-isopentylindoline-2,3-dione. 1H-NMR δ 8.11 (dd, 2H), 7.60 (dt, 1H), 7.47 (m, 2H) 7.45 (m, 3H), 7.33 (dd, 1H), 6.80 (d, 1H), 6.10 (d, 1H), 3.76 (m, 2H), 1.72 (m, 1H), 1.01 (dd, 6H). The reactants are solution, [F-].C(CCC)[N+](CCCC)(CCCC)CCCC (tetrabutylammonium fluoride), O1CCCC1 (tetrahydrofuran), C(C)C(CC)(C1=CC(=C(C=C1)CCC1(CCCC1)O[Si](C)(C)C)C)C1=CC(=C(C=C1)B1OC(C(O1)(C)C)(C)C)C (2-[4-(1-ethyl-1-{3-methyl-4-[2-(1-trimethylsilanyloxy-cyclopentyl)-ethyl]-phenyl}-propyl)-2-methyl-phenyl]-4,4,5,5-tetramethyl-[1,3,2]dioxaborolane). Conditions: time 3 hour. The product is C(C)C(CC)(C1=CC(=C(C=C1)B1OC(C(O1)(C)C)(C)C)C)C1=CC(=C(C=C1)CCC1(CCCC1)O)C (1-[2-(4-{1-ethyl-1-[3-methyl-4-(4,4,5,5-tetramethyl-[1,3,2]dioxaborolan-2-yl)-phenyl]-propyl}-2-methyl-phenyl)-ethyl]-cyclopentanol). Isolated yield 51.0%. As a reaction SMILES: [F-].C([N+](CCCC)(CCCC)CCCC)CCC.O1CCCC1.[CH2:24]([C:26]([C:48]1[CH:53]=[CH:52][C:51]([B:54]2[O:58][C:57]([CH3:60])([CH3:59])[C:56]([CH3:62])([CH3:61])[O:55]2)=[C:50]([CH3:63])[CH:49]=1)([C:29]1[CH:34]=[CH:33][C:32]([CH2:35][CH2:36][C:37]2([O:42][Si](C)(C)C)[CH2:41][CH2:40][CH2:39][CH2:38]2)=[C:31]([CH3:47])[CH:30]=1)[CH2:27][CH3:28])[CH3:25]>>[CH2:24]([C:26]([C:29]1[CH:34]=[CH:33][C:32]([CH2:35][CH2:36][C:37]2([OH:42])[CH2:38][CH2:39][CH2:40][CH2:41]2)=[C:31]([CH3:47])[CH:30]=1)([C:48]1[CH:53]=[CH:52][C:51]([B:54]2[O:58][C:57]([CH3:59])([CH3:60])[C:56]([CH3:61])([CH3:62])[O:55]2)=[C:50]([CH3:63])[CH:49]=1)[CH2:27][CH3:28])[CH3:25] |f:0.1|. Reported procedure: A 1 M solution of tetrabutylammonium fluoride in tetrahydrofuran (1.33 mL, 1.33 mmol) was added to 2-[4-(1-ethyl-1-{3-methyl-4-[2-(1-trimethylsilanyloxy-cyclopentyl)-ethyl]-phenyl}-propyl)-2-methyl-phenyl]-4,4,5,5-tetramethyl-[1,3,2]dioxaborolane (Example 34-(1); 0.25 g, 0.48 mmol), and the mixture was stirred for three hours. The reaction mixture was purified by silica gel chromatography (14% ethyl acetate/hexane) to give the title compound (0.12 g, 53%).